From a dataset of the Open Reaction Database (ORD), a public repository of structured organic reaction records. describe an organic reaction: reactants, conditions, products, and yield Reactants: CCCC[Mg+], CCOC(=O)NC(Cc1ccccc1)C(=O)OC, CCOC(C)=O, CC(C)NC(C)C, [Cl-], [Cl-], [Cl-], CC(=O)OCl, [Mg+2], [Na], C1CCOC1, O=S(=O)(O)O. Yields the product CCOC(=O)NC(Cc1ccccc1)C(=O)CCl. RXN SMILES: [CH2:36]([Mg+:37])[CH2:38][CH2:39][CH3:40].[CH3:1][O:2][C:3]([CH:4]([NH:5][C:6](=[O:7])[O:8][CH2:9][CH3:10])[CH2:11][c:12]1[cH:13][cH:14][cH:15][cH:16][cH:17]1)=[O:18].[CH3:46][CH2:47][O:48][C:49](=[O:50])[CH3:51].[CH:28]([NH:29][CH:30]([CH3:31])[CH3:32])([CH3:33])[CH3:34].[Cl-:25].[Cl-:27].[Cl-:35].[Cl:19][O:20][C:21](=[O:22])[CH3:23].[Mg+2:26].[Na:24].[O:52]1[CH2:53][CH2:54][CH2:55][CH2:56]1.[S:41](=[O:42])(=[O:43])([OH:44])[OH:45]>>[C:3]([CH:4]([NH:5][C:6](=[O:7])[O:8][CH2:9][CH3:10])[CH2:11][c:12]1[cH:13][cH:14][cH:15][cH:16][cH:17]1)(=[O:18])[CH2:21][Cl:25]. Starting materials: [H-].[Na+] (Sodium hydride), BrC=1C=C2C(=NC1)C=CN2 (6-bromo-1H-pyrrolo[3,2-b]pyridine), IC (Iodomethane). Run in CCOC(=O)C (EtOAc), CN(C)C=O (DMF). Conditions: time 30 minute. Product: BrC=1C=C2C(=NC1)C=CN2C (6-Bromo-1-methyl-1H-pyrrolo[3,2-b]pyridine). Isolated yield 92.9%. RXN SMILES: [H-].[Na+].[Br:3][C:4]1[CH:5]=[C:6]2[NH:12][CH:11]=[CH:10][C:7]2=[N:8][CH:9]=1.I[CH3:14]>CN(C=O)C.CCOC(C)=O>[Br:3][C:4]1[CH:5]=[C:6]2[N:12]([CH3:14])[CH:11]=[CH:10][C:7]2=[N:8][CH:9]=1 |f:0.1|. Procedure details: Sodium hydride (60%, 670 mg, 16.8 mmol) was added to a solution of 6-bromo-1H-pyrrolo[3,2-b]pyridine (3.00 g, 15.2 mmol) in DMF (20 mL) at 0° C., and the reaction mixture was stirred for 30 minutes. Iodomethane (1.05 mL, 16.8 mmol) was added. The reaction mixture was subsequently stirred for 30 minutes while warming to RT, diluted with EtOAc, quenched and washed with brine. The aqueous layer was extracted with EtOAc (2×) and the combined organic layers were dried over MgSO4, concentrated, and pu...